Dataset: the Open Reaction Database (ORD), a public repository of structured organic reaction records. Task: describe an organic reaction: reactants, conditions, products, and yield The reactants are C([O-])([O-])=O.[K+].[K+] (Potassium carbonate), BrCC(=O)NCCCCCCC (2-bromo-N-heptylacetamide), OCCN1CCNCC1 (1-(2-hydroxyethyl)piperazine). The solvent is C(C)#N (acetonitrile). Run at time 12 hour. Product: C(CCCCCC)NC(CN1CCN(CC1)CCO)=O (N-heptyl-2-[4-(2-hydroxyethyl)piperazin-1-yl]acetamide). Isolated yield 83.7%. Reaction SMILES: C(=O)([O-])[O-].[K+].[K+].Br[CH2:8][C:9]([NH:11][CH2:12][CH2:13][CH2:14][CH2:15][CH2:16][CH2:17][CH3:18])=[O:10].[OH:19][CH2:20][CH2:21][N:22]1[CH2:27][CH2:26][NH:25][CH2:24][CH2:23]1>C(#N)C>[CH2:12]([NH:11][C:9](=[O:10])[CH2:8][N:25]1[CH2:26][CH2:27][N:22]([CH2:21][CH2:20][OH:19])[CH2:23][CH2:24]1)[CH2:13][CH2:14][CH2:15][CH2:16][CH2:17][CH3:18] |f:0.1.2|. Reported procedure: Potassium carbonate (1.52 g, 11 mmol) was added to a solution of this amide (2.36 g, 10 mmol) and 1-(2-hydroxyethyl)piperazine (1.30 g, 10 mmol) in acetonitrile (40 ml) and the mixture was stirred at room temperature for 12 hours. The reaction solution was concentrated and the residue was extracted with ethyl acetate. The organic layer was washed with water and a saturated sodium chloride solution successively and dried over anhydrous sodium sulfate and the residue obtained by evaporation of the... The reactants are C(#N)C1=CC(=C(C=C1)NC=1C=C2C(=CNC2=CC1)C1=CCN(CC1)C(=O)OC(C)(C)C)[N+](=O)[O-] (5-(4-Cyano-2-nitrophenyl)amino-3-(N-t-butoxycarbonyl-1,2,5,6-tetrahydropyrid-4-yl)-1H-indole), CC(=O)C (acetone), FeSO4, C(C)OC=C(C#N)C#N (ethoxymethylene malononitrile). The solvent is C(C)O (ethanol), C(Cl)Cl (methylene chloride). Yields the product C(#N)C1=CC2=C(N(C=N2)C=2C=C3C(=CNC3=CC2)C2=CCN(CC2)C(=O)OC(C)(C)C)C=C1 (5-Cyano-1-[3-(N-t-butoxycarbonyl-1,2,5,6-tetrahydropyrid-4-yl)indol-5-yl]-1H-benzimidazole). Yield: 10.0%. As a reaction SMILES: [C:1]([C:3]1[CH:8]=[CH:7][C:6]([NH:9][C:10]2[CH:11]=[C:12]3[C:16](=[CH:17][CH:18]=2)[NH:15][CH:14]=[C:13]3[C:19]2[CH2:24][CH2:23][N:22]([C:25]([O:27][C:28]([CH3:31])([CH3:30])[CH3:29])=[O:26])[CH2:21][CH:20]=2)=[C:5]([N+:32]([O-])=O)[CH:4]=1)#[N:2].[CH2:35](OC=C(C#N)C#N)C.CC(C)=O>C(O)C.C(Cl)Cl>[C:1]([C:3]1[CH:8]=[CH:7][C:6]2[N:9]([C:10]3[CH:11]=[C:12]4[C:16](=[CH:17][CH:18]=3)[NH:15][CH:14]=[C:13]4[C:19]3[CH2:24][CH2:23][N:22]([C:25]([O:27][C:28]([CH3:31])([CH3:30])[CH3:29])=[O:26])[CH2:21][CH:20]=3)[CH:35]=[N:32][C:5]=2[CH:4]=1)#[N:2]. Procedure details: 5-(4-Cyano-2-nitrophenyl)amino-3-(N-t-butoxycarbonyl-1,2,5,6-tetrahydropyrid-4-yl)-1H-indole was used. Reduction was by aqueous FeSO4 in ethanol, the cyclization reaction used ethoxymethylene malononitrile, and the cyclization reaction was heated for 56 hours. Chromatography using 5% acetone in methylene chloride afforded the title compound (10%) as a brown foam: Rf =0.5 in 5% acetone in methylene chloride; HRMS calculated for C26H25N5O2 439.2011, found 439.1999. Reactants: [Li]CCCC, CC(=O)Cl, CCCCCC, COC(=O)C1CCC(C(=O)OC)CC1, CC(C)NC(C)C, C1CCOC1, O. Yields the product COC(=O)C1CCC(C(C)=O)(C(=O)OC)CC1. RXN SMILES: [CH2:8]([Li:9])[CH2:10][CH2:11][CH3:12].[CH3:27][C:28]([Cl:29])=[O:30].[CH3:36][CH2:37][CH2:38][CH2:39][CH2:40][CH3:41].[CH:13]1([C:23](=[O:24])[O:25][CH3:26])[CH2:14][CH2:15][CH:16]([C:19](=[O:20])[O:21][CH3:22])[CH2:17][CH2:18]1.[CH:1]([NH:2][CH:3]([CH3:4])[CH3:5])([CH3:6])[CH3:7].[O:31]1[CH2:32][CH2:33][CH2:34][CH2:35]1.[OH2:42]>>[CH:13]1([C:23](=[O:24])[O:25][CH3:26])[CH2:14][CH2:15][C:16]([C:19](=[O:20])[O:21][CH3:22])([C:28]([CH3:27])=[O:30])[CH2:17][CH2:18]1. Solvent: C1CCOC1 (THF), C1CCOC1 (THF). Conditions: time 24 hour. RXN SMILES: [CH3:1][C:2]([C:5]1[CH:6]=[C:7]([CH:16]=[C:17]([C:20]([CH3:23])([CH3:22])[CH3:21])[C:18]=1[OH:19])[CH:8](Br)[C:9]1[CH:14]=[CH:13][CH:12]=[CH:11][CH:10]=1)([CH3:4])[CH3:3].[ClH:24].[O:25]([NH2:27])[CH3:26].N1C(C)=CC=CC=1C>C1COCC1>[ClH:24].[CH3:1][C:2]([C:5]1[CH:6]=[C:7]([CH:8]([NH:27][O:25][CH3:26])[C:9]2[CH:14]=[CH:13][CH:12]=[CH:11][CH:10]=2)[CH:16]=[C:17]([C:20]([CH3:23])([CH3:22])[CH3:21])[C:18]=1[OH:19])([CH3:4])[CH3:3] |f:1.2,5.6|. The reactants are N1=C(C=CC=C1C)C (2,6-lutidine), Cl.O(C)N (methoxylamine hydrochloride), CC(C)(C)C=1C=C(C(C2=CC=CC=C2)Br)C=C(C1O)C(C)(C)C (3,5-bis(1,1-dimethylethyl)-4-hydroxy-α-phenylbenzyl bromide), Cl.O(C)N (methoxylamine hydrochloride), N1=C(C=CC=C1C)C (2,6-lutidine). Procedure: Over a 20-minute period a solution of 3,5-bis(1,1-dimethylethyl)-4-hydroxy-α-phenylbenzyl bromide, Example 17, (6.23 g, 0.0166 mole) in 100 mL THF is added to a mixture of methoxylamine hydrochloride (4.18 g, 0.05 mole) and 5.62 g (0.0524 mole) of 2,6-lutidine in 175 mL THF. The reaction mixture is heated under reflux for 16 hours. An additional 5.62 g (0.0524 mole ) of 2,6-lutidine and 2.0 g (0. 0239 mole ) of methoxylamine hydrochloride is added and reflux is continued for 24 hours. The mixtur... Yields the product Cl.CC(C)(C)C1=C(C(=CC(=C1)C(C1=CC=CC=C1)NOC)C(C)(C)C)O (2,6-Bis(1,1-dimethylethyl)-4-[(methoxyamino)phenylmethyl]phenol, monohydrochloride). Reactants: C(C)C(C1=CC=C(C=C1)O)(C1=CC=C(C=C1)Cl)O (α-ethyl-α-(4-chlorophenyl)-4-hydroxybenzyl-alcohol), C([O-])([O-])=O.[K+].[K+] (potassium carbonate), CC1=NC(=CC=C1)CCl (2-methyl-6-chloromethyl-pyridine). The reagents and catalysts are S(=O)(=O)(O)[O-].C(CCC)[N+](CCCC)(CCCC)CCCC (tetrabutylammonium hydrogensulfate). Run in C(C)(=O)OCC (ethyl acetate). The product is CC1=NC(=CC=C1)COC1=CC=C(C=C1)C(CC)(O)C1=CC=C(C=C1)Cl (2-Methyl-6-{4-[1-(4-chlorophenyl)-1-hydroxypropyl]-phenoxymethyl}-pyridine). As a reaction SMILES: [CH2:1]([C:3]([OH:18])([C:11]1[CH:16]=[CH:15][C:14]([Cl:17])=[CH:13][CH:12]=1)[C:4]1[CH:9]=[CH:8][C:7]([OH:10])=[CH:6][CH:5]=1)[CH3:2].C(=O)([O-])[O-].[K+].[K+].[CH3:25][C:26]1[CH:31]=[CH:30][CH:29]=[C:28]([CH2:32]Cl)[N:27]=1>S([O-])(O)(=O)=O.C([N+](CCCC)(CCCC)CCCC)CCC.C(OCC)(=O)C>[CH3:25][C:26]1[CH:31]=[CH:30][CH:29]=[C:28]([CH2:32][O:10][C:7]2[CH:6]=[CH:5][C:4]([C:3]([C:11]3[CH:16]=[CH:15][C:14]([Cl:17])=[CH:13][CH:12]=3)([OH:18])[CH2:1][CH3:2])=[CH:9][CH:8]=2)[N:27]=1 |f:1.2.3,5.6|. Procedure: 13.1 g. of α-ethyl-α-(4-chlorophenyl)-4-hydroxybenzyl-alcohol, 14 g. of anhydrous potassium carbonate, 0.85 g. of tetrabutylammonium hydrogensulfate and 7.8 g. of 2-methyl-6-chloromethyl-pyridine in 140 ml. of ethyl acetate are boiled for 18 hours. The solvent is distilled off under reduced pressure, to the residue water is added, and it is extracted with ether. The ethereal solution is washed to neutral with a 5% aqueous potassium hydroxide solution and subsequently water, dried over anhydrous ...